From a dataset of the Open Reaction Database (ORD), a public repository of structured organic reaction records. describe an organic reaction: reactants, conditions, products, and yield The reactants are CCCCCCCCCCOc1ccc2cc(C#CC(C)OC(=O)CC)ccc2c1, ClC(Cl)Cl. The product is CCCCCCCCCCOc1ccc2cc(CCC(C)OC(=O)CC)ccc2c1. RXN SMILES: [CH2:1]([CH2:2][CH2:3][CH2:4][CH2:5][CH2:6][CH2:7][CH2:8][CH2:9][CH3:10])[O:11][c:12]1[cH:13][c:14]2[cH:15][cH:16][c:17]([C:22]#[C:23][CH:24]([CH3:25])[O:26][C:27]([CH2:28][CH3:29])=[O:30])[cH:18][c:19]2[cH:20][cH:21]1.[CH:31]([Cl:32])([Cl:33])[Cl:34]>>[CH2:1]([CH2:2][CH2:3][CH2:4][CH2:5][CH2:6][CH2:7][CH2:8][CH2:9][CH3:10])[O:11][c:12]1[cH:13][c:14]2[cH:15][cH:16][c:17]([CH2:22][CH2:23][CH:24]([CH3:25])[O:26][C:27]([CH2:28][CH3:29])=[O:30])[cH:18][c:19]2[cH:20][cH:21]1. The reactants are CNCCCN1C=2C=CC=CC2CCC3=C1C=CC=C3.Cl (Desipramine hydrochloride), C([O-])([O-])=O.[K+].[K+] (potassium carbonate), C(C)OP(=O)(OCC)Cl (Diethylchlorophosphate). Solvent: CN(C)C=O (DMF), CN(C)C=O (DMF). Conditions: time 12 hour. Yields the product C(C)OP(OCC)(=O)N(C)CCCN1C2=C(CCC3=C1C=CC=C3)C=CC=C2 ([3-(10,11-Dihydro-dibenzo[b,f]azepin-5-yl)-propyl]-methyl-phosphoramidic acid diethyl ester). Reaction SMILES: [CH3:1][NH:2][CH2:3][CH2:4][CH2:5][N:6]1[C:16]2[CH:17]=[CH:18][CH:19]=[CH:20][C:15]=2[CH2:14][CH2:13][C:12]2[CH:11]=[CH:10][CH:9]=[CH:8][C:7]1=2.Cl.C(=O)([O-])[O-].[K+].[K+].[CH2:28]([O:30][P:31](Cl)([O:33][CH2:34][CH3:35])=[O:32])[CH3:29]>CN(C=O)C>[CH2:28]([O:30][P:31]([N:2]([CH2:3][CH2:4][CH2:5][N:6]1[C:7]2[CH:8]=[CH:9][CH:10]=[CH:11][C:12]=2[CH2:13][CH2:14][C:15]2[CH:20]=[CH:19][CH:18]=[CH:17][C:16]1=2)[CH3:1])(=[O:32])[O:33][CH2:34][CH3:35])[CH3:29] |f:0.1,2.3.4|. Procedure details: Desipramine hydrochloride (1 equivalent, 0.5 gram) was added drop wise to a stirred solution of potassium carbonate (2 equivalents, 0.456 gram) in dry DMF at 0° C. Diethylchlorophosphate (1.2 equivalents, 0.33 ml) which had been dissolved in dry DMF was added drop wise to this mixture and stirred for 12 hours at room temperature. The reaction mixture was quenched with water, extracted with ethyl acetate, the organic layer separated, washed with brine solution and dried over anhydrous sodium sulf...